This data is from the Open Reaction Database (ORD), a public repository of structured organic reaction records. The task is: describe an organic reaction: reactants, conditions, products, and yield Reactants: FC1=C(CN(C)CCO)C=CC=C1 (2-(N-(2-fluorobenzyl)-N-methylamino)-ethanol), S(=O)(Cl)Cl (thionyl chloride). The solvent is C1(=CC=CC=C1)C (toluene). Run at time 16 hour. Yields the product FC1=C(CN(C)CCCl)C=CC=C1 (2-(N-(2-fluorobenzyl)-N-methylamino)ethyl chloride). As a reaction SMILES: [F:1][C:2]1[CH:13]=[CH:12][CH:11]=[CH:10][C:3]=1[CH2:4][N:5]([CH2:7][CH2:8]O)[CH3:6].S(Cl)([Cl:16])=O>C1(C)C=CC=CC=1>[F:1][C:2]1[CH:13]=[CH:12][CH:11]=[CH:10][C:3]=1[CH2:4][N:5]([CH2:7][CH2:8][Cl:16])[CH3:6]. Reported procedure: To a solution of 2-(N-(2-fluorobenzyl)-N-methylamino)-ethanol (Step B, 7.51 g, 41 mmol) in dry toluene (50 ml) was added thionyl chloride (16 ml). The reaction mixture was stirred at room temperature for 16 hours and concentrated. The crude mixture was diluted with chloroform and washed with aq NaHCO3, water and brine. The organic layer was dried over Na2SO4, filtered and concentrated to provide the title compound which was used without further purification. The reactants are ClC1=NC(=C2N=CN(C2=N1)[C@@H]1O[C@@H]([C@H]([C@H]1O)O)C1=NC(=NO1)CC)NC(CC)CC ((2R,3R,4S,5S)-2-[2-Chloro-6-(1-ethyl-propylamino)-purin-9-yl]-5-(3-ethyl-[1,2,4]oxadiazol-5-yl)-tetrahydro-furan-3,4-diol), N1(CCCCC1)CCN (2-piperidinoethylamine), CS(=O)C (DMSO), N1(CCCCC1)CCN (2-piperidinoethylamine). Run at temperature 80 celsius. Product: C(=O)O.C(C)C1=NOC(=N1)[C@H]1O[C@H]([C@@H]([C@@H]1O)O)N1C2=NC(=NC(=C2N=C1)NC(CC)CC)NCCN1CCCCC1 ((2S,3S,4R,5R)-2-(3-Ethyl-[1,2,4]oxadiazol-5-yl)-5-[6-(1-ethyl-propylamino)-2-(2-piperidin-1-yl-ethylamino)-purin-9-yl]-tetrahydro-furan-3,4-diol formate). RXN SMILES: Cl[C:2]1[N:10]=[C:9]2[C:5]([N:6]=[CH:7][N:8]2[C@H:11]2[C@H:15]([OH:16])[C@H:14]([OH:17])[C@@H:13]([C:18]3[O:22][N:21]=[C:20]([CH2:23][CH3:24])[N:19]=3)[O:12]2)=[C:4]([NH:25][CH:26]([CH2:29][CH3:30])[CH2:27][CH3:28])[N:3]=1.[N:31]1([CH2:37][CH2:38][NH2:39])[CH2:36][CH2:35][CH2:34][CH2:33][CH2:32]1.CS(C)=[O:42]>>[CH:18]([OH:22])=[O:42].[CH2:23]([C:20]1[N:19]=[C:18]([C@@H:13]2[C@@H:14]([OH:17])[C@@H:15]([OH:16])[C@H:11]([N:8]3[CH:7]=[N:6][C:5]4[C:9]3=[N:10][C:2]([NH:39][CH2:38][CH2:37][N:31]3[CH2:36][CH2:35][CH2:34][CH2:33][CH2:32]3)=[N:3][C:4]=4[NH:25][CH:26]([CH2:29][CH3:30])[CH2:27][CH3:28])[O:12]2)[O:22][N:21]=1)[CH3:24] |f:3.4|. Procedure: Intermediate 9 (0.070 g, 0.161 mmol) and 2-piperidinoethylamine (0.115 ml, 0.807 mmol) were dissolved in DMSO (0.03 ml) and heated at 80° C. in a sealed vial (eg Reacti vial™), for 40 h, a further portion of 2-piperidinoethylamine (0.057 ml, 0.403 mmol) was added after the first 20 h. The product was purified by Autoprep. HPLC to give the title compound after freeze drying as a brown gum (0.035 g). LC/MS system B Rt=2.33 min, m/z=530 MH+. Starting materials: CC(C)(C)O, CCOC(=O)CCCCCBr, CCOC(=O)C(C)C(C)=O, CC(C)(C)[O-], CC(C)(C)[O-], [K+]. Product: CCOC(=O)CCCCCC(C)(C(C)=O)C(=O)OCC. RXN SMILES: [C:33]([OH:34])([CH3:35])([CH3:36])[CH3:37].[CH2:22]([CH3:23])[O:24][C:25]([CH2:26][CH2:27][CH2:28][CH2:29][CH2:30][Br:31])=[O:32].[CH3:12][CH:13]([C:14](=[O:15])[O:16][CH2:17][CH3:18])[C:19](=[O:20])[CH3:21].[CH3:1][C:2]([CH3:3])([O-:4])[CH3:5].[CH3:7][C:8]([CH3:9])([O-:10])[CH3:11].[K+:6]>>[CH3:12][C:13]([C:14](=[O:15])[O:16][CH2:17][CH3:18])([C:19](=[O:20])[CH3:21])[CH2:30][CH2:29][CH2:28][CH2:27][CH2:26][C:25]([O:24][CH2:22][CH3:23])=[O:32]. The reactants are N1N=NC2=C1C=CC=C2 (1H-benzotriazole), C(C1=CC=CC=C1)Cl (benzyl chloride). The product is C1(=CC=CC=C1)CN1N=NC2=C1C=CC=C2 ((Phenylmethyl)-1H-benzotriazole), C1(=CC=CC=C1)CN1N=C2C(=N1)C=CC=C2 ((phenylmethyl)-2H- benzotriazole). Reaction SMILES: [NH:1]1[C:5]2[CH:6]=[CH:7][CH:8]=[CH:9][C:4]=2[N:3]=[N:2]1.[CH2:10](Cl)[C:11]1[CH:16]=[CH:15][CH:14]=[CH:13][CH:12]=1>>[C:11]1([CH2:10][N:1]2[C:5]3[CH:6]=[CH:7][CH:8]=[CH:9][C:4]=3[N:3]=[N:2]2)[CH:16]=[CH:15][CH:14]=[CH:13][CH:12]=1.[C:11]1([CH2:10][N:2]2[N:3]=[C:4]3[CH:9]=[CH:8][CH:7]=[CH:6][C:5]3=[N:1]2)[CH:16]=[CH:15][CH:14]=[CH:13][CH:12]=1. Reported procedure: (Phenylmethyl)-1H-benzotriazole was prepared from 1H-benzotriazole (11.91 g, 0.100 mol) and benzyl chloride as in Example 1 for 1 hour to give the title compound and (phenylmethyl)-2H- benzotriazole in a ratio of 75:25. Workup and two recrystallization gives the pure 1H-isomer: mp 117°-119° C. (CH3CN); (lit.1 mp 114°-117° C.; lit.2,3 mp 115°-116° C.) Starting materials: [Cl-].[Li+] (lithium chloride), COC(=O)C1=NC=C(N=C1)Cl (methyl-5-chloropyrazine-2-carboxylate), C([O-])(O)=O.[Na+] (sodium bicarbonate). The solvent is C(C)#N (acetonitrile), CN(C)C=O (DMF), O (water). Reaction conditions: temperature 160 celsius. Yields the product ClC=1N=CC(=NC1)C(=O)O (5-Chloropyrazine-2-carboxylic acid). Yield: 61.3%. RXN SMILES: C[O:2][C:3]([C:5]1[CH:10]=[N:9][C:8]([Cl:11])=[CH:7][N:6]=1)=[O:4].[Cl-].[Li+].C(=O)(O)[O-].[Na+]>C(#N)C.CN(C=O)C.O>[Cl:11][C:8]1[N:9]=[CH:10][C:5]([C:3]([OH:4])=[O:2])=[N:6][CH:7]=1 |f:1.2,3.4|. Reported procedure: To a solution of methyl-5-chloropyrazine-2-carboxylate (120 mg, 0.70 mmol) in a mixture of acetonitrile (2 mL) and DMF (1 mL) was added lithium chloride (295 mg, 6.95 mmol). The suspension was heated to 160° C. for 5 minutes in a microwave after which time the reaction was diluted with water (10 mL). Saturated sodium bicarbonate solution (20 mL) was added and the aqueous layered extracted with ethyl acetate (2×30 mL). The organic extracts were discarded and the aqueous layer adjusted to pH 4 wit... Reactants: CCOCc1cc(Br)c(C)c(Br)c1, CC(C)(C)[O-], Cc1ccccc1, NCc1ccccc1, [Na+], O=C(C=Cc1ccccc1)C=Cc1ccccc1, O=C(C=Cc1ccccc1)C=Cc1ccccc1, O=C(C=Cc1ccccc1)C=Cc1ccccc1, [Pd], [Pd]. Product: CCOCc1cc(Br)c(C)c(NCc2ccccc2)c1. As a reaction SMILES: [Br:1][c:2]1[c:3]([CH3:13])[c:4]([Br:12])[cH:5][c:6]([CH2:8][O:9][CH2:10][CH3:11])[cH:7]1.[CH3:22][C:23]([CH3:24])([O-:25])[CH3:26].[CH3:84][c:85]1[cH:86][cH:87][cH:88][cH:89][cH:90]1.[NH2:14][CH2:15][c:16]1[cH:17][cH:18][cH:19][cH:20][cH:21]1.[Na+:27].[O:30]=[C:31]([CH:32]=[CH:33][c:34]1[cH:35][cH:36][cH:37][cH:38][cH:39]1)[CH:40]=[CH:41][c:42]1[cH:43][cH:44][cH:45][cH:46][cH:47]1.[O:48]=[C:49]([CH:50]=[CH:51][c:52]1[cH:53][cH:54][cH:55][cH:56][cH:57]1)[CH:58]=[CH:59][c:60]1[cH:61][cH:62][cH:63][cH:64][cH:65]1.[O:66]=[C:67]([CH:68]=[CH:69][c:70]1[cH:71][cH:72][cH:73][cH:74][cH:75]1)[CH:76]=[CH:77][c:78]1[cH:79][cH:80][cH:81][cH:82][cH:83]1.[Pd:28].[Pd:29]>>[c:2]1([NH:14][CH2:15][c:16]2[cH:17][cH:18][cH:19][cH:20][cH:21]2)[c:3]([CH3:13])[c:4]([Br:12])[cH:5][c:6]([CH2:8][O:9][CH2:10][CH3:11])[cH:7]1. The reactants are Cl.C(C)(C)(C)NO (N-tert-butylhydroxylamine hydrochloride), ClC1=CC2=C(C(C3=C(C(N2)=O)NN=C3C(=O)O)=O)C=C1 (7-Chloro-3-(carboxy)pyrazolo[3,4-c][1]benzazepine-4,10-(1H,9H)-dione), ClC1=CC2=C(C(C3=C(C(N2)=O)NN=C3C(=O)O)=O)C=C1 (7-Chloro-3-(carboxy)pyrazolo[3,4-c][1]benzazepine-4,10-(1H,9H)-dione), C(=O)(N1C=NC=C1)N1C=NC=C1 (1,1′-carbonyldiimidazole), O (water). Solvent: CN(C=O)C (N,N-dimethylformamide). Conditions: time 17 hour. Yields the product ClC1=CC2=C(C(C3=C(C(N2)=O)NN=C3C(=O)ONC(C)(C)C)=O)C=C1 (7-Chloro-3-[[(tert-butylamino)oxy]carbonyl]pyrazolo[3,4-c][1]-benzazepine-4,10(1H,9H)-dione). Isolated yield 60.4%. RXN SMILES: [Cl:1][C:2]1[CH:20]=[CH:19][C:5]2[C:6](=[O:18])[C:7]3[C:14]([C:15]([OH:17])=[O:16])=[N:13][NH:12][C:8]=3[C:9](=[O:11])[NH:10][C:4]=2[CH:3]=1.C(N1C=CN=C1)(N1C=CN=C1)=O.Cl.[C:34]([NH:38]O)([CH3:37])([CH3:36])[CH3:35].O>CN(C)C=O>[Cl:1][C:2]1[CH:20]=[CH:19][C:5]2[C:6](=[O:18])[C:7]3[C:14]([C:15]([O:17][NH:38][C:34]([CH3:37])([CH3:36])[CH3:35])=[O:16])=[N:13][NH:12][C:8]=3[C:9](=[O:11])[NH:10][C:4]=2[CH:3]=1 |f:2.3|. Procedure: A solution of 7-chloro-3-(carboxy)pyrazolo[3,4-c][1]-benzazepine-4,10(1H,9H)-dione (400 mg, 1.37 mmol) (compound of Example 9) and 1,1′-carbonyldiimidazole (334 mg, 2.06 mmol) in N,N-dimethylformamide (16 mL) was stirred for 1 hour. In one portion, N-tert-butylhydroxylamine hydrochloride (516 mg, 4.11 mmol) was added and the solution was stirred for 17 hours at room temperature. To the resulting solution was added water (20 mL). The insoluble material was filtered and washed with hot methanol (3...